From a dataset of the Open Reaction Database (ORD), a public repository of structured organic reaction records. describe an organic reaction: reactants, conditions, products, and yield Reactants: CC1(C)OCC(Cc2ccccc2)N1C(=O)Cc1ccn(-c2ccc(-c3ccccc3)cc2)c1, CCOC(=O)C(OC(C)=O)c1ccc(-c2ccc(-c3ccccc3)cc2)o1. The product is CCOC(=O)Cc1ccc(-c2ccc(-c3ccccc3)cc2)o1. RXN SMILES: [CH2:1]([CH:2]1[CH2:3][O:4][C:5]([CH3:6])([CH3:7])[N:8]1[C:9](=[O:10])[CH2:11][c:12]1[cH:13][cH:14][n:15](-[c:16]2[cH:17][cH:18][c:19](-[c:20]3[cH:21][cH:22][cH:23][cH:24][cH:25]3)[cH:26][cH:27]2)[cH:28]1)[c:29]1[cH:30][cH:31][cH:32][cH:33][cH:34]1.[CH2:35]([CH3:36])[O:37][C:38]([CH:39]([c:40]1[cH:41][cH:42][c:43](-[c:45]2[cH:46][cH:47][c:48](-[c:51]3[cH:52][cH:53][cH:54][cH:55][cH:56]3)[cH:49][cH:50]2)[o:44]1)[O:57][C:58](=[O:59])[CH3:60])=[O:61]>>[CH2:35]([CH3:36])[O:37][C:38]([CH2:39][c:40]1[cH:41][cH:42][c:43](-[c:45]2[cH:46][cH:47][c:48](-[c:51]3[cH:52][cH:53][cH:54][cH:55][cH:56]3)[cH:49][cH:50]2)[o:44]1)=[O:61]. Starting materials: ClC1=CC(=NC=2N1N=C(C2)C)NC(C2=CC=C(C=C2)C(C)(C)O)=O (N-(7-chloro-2-methylpyrazolo[1,5-a]pyrimidin-5-yl)-4-(2-hydroxypropan-2-yl)benzamide), ClC=1C=C(C=CC1OC)B(O)O (3-Chloro-4-methoxyphenylboronic acid), O1CCOCC1 (1,4-dioxane). The reagents and catalysts are C1=CC=C(C=C1)P([C-]2C=CC=C2)C3=CC=CC=C3.C1=CC=C(C=C1)P([C-]2C=CC=C2)C3=CC=CC=C3.Cl[Pd]Cl.[Fe+2] ([1,1′-bis(diphenylphosphino)ferrocene]dichloropalladium(II)). The solvent is CO (methanol). Reaction conditions: temperature 120 celsius. Product: ClC=1C=C(C=CC1OC)C1=CC(=NC=2N1N=C(C2)C)NC(C2=CC=C(C=C2)C(C)(C)O)=O (N-(7-(3-chloro-4-methoxyphenyl)-2-methylpyrazolo[1,5-a]pyrimidin-5-yl)-4-(2-hydroxypropan-2-yl)benzamide). The yield is 20.4%. As a reaction SMILES: Cl[C:2]1[N:7]2[N:8]=[C:9]([CH3:11])[CH:10]=[C:6]2[N:5]=[C:4]([NH:12][C:13](=[O:24])[C:14]2[CH:19]=[CH:18][C:17]([C:20]([OH:23])([CH3:22])[CH3:21])=[CH:16][CH:15]=2)[CH:3]=1.[Cl:25][C:26]1[CH:27]=[C:28](B(O)O)[CH:29]=[CH:30][C:31]=1[O:32][CH3:33].O1CCOCC1>CO.C1C=CC(P(C2C=CC=CC=2)[C-]2C=CC=C2)=CC=1.C1C=CC(P(C2C=CC=CC=2)[C-]2C=CC=C2)=CC=1.Cl[Pd]Cl.[Fe+2]>[Cl:25][C:26]1[CH:27]=[C:28]([C:2]2[N:7]3[N:8]=[C:9]([CH3:11])[CH:10]=[C:6]3[N:5]=[C:4]([NH:12][C:13](=[O:24])[C:14]3[CH:19]=[CH:18][C:17]([C:20]([OH:23])([CH3:22])[CH3:21])=[CH:16][CH:15]=3)[CH:3]=2)[CH:29]=[CH:30][C:31]=1[O:32][CH3:33] |f:4.5.6.7|. Reported procedure: A suspension of N-(7-chloro-2-methylpyrazolo[1,5-a]pyrimidin-5-yl)-4-(2-hydroxypropan-2-yl)benzamide (2F, 90 mg, 0.261 mmol), 3-Chloro-4-methoxyphenylboronic acid (97 mg, 0.522 mmol), and [1,1′-bis(diphenylphosphino)ferrocene]dichloropalladium(II) (17 mg, 21 μmol) in 2:1 1,4-dioxane/saturated aqueous NaHCO3 (0.5 mL of 1,4-dioxane and 1 mL of saturated aqueous NaHCO3) was prepared in a 2 mL microwave reaction vessel and the sealed reaction vessel warmed to 120° C. for 20 minutes. The reaction mix... The reactants are ClCCl, CS(=O)(=O)Cl, COc1ccc(C(=O)Nc2cc(NC(=O)c3cccc(N)c3)ccc2C)cc1OC, c1ccncc1. The product is COc1ccc(C(=O)Nc2cc(NC(=O)c3cccc(NS(C)(=O)=O)c3)ccc2C)cc1OC. Reaction SMILES: [CH2:42]([Cl:43])[Cl:44].[CH3:1][S:2]([Cl:3])(=[O:4])=[O:5].[NH2:6][c:7]1[cH:8][c:9]([C:10](=[O:11])[NH:12][c:13]2[cH:14][cH:15][c:16]([CH3:32])[c:17]([NH:19][C:20]([c:21]3[cH:22][c:23]([O:29][CH3:30])[c:24]([O:27][CH3:28])[cH:25][cH:26]3)=[O:31])[cH:18]2)[cH:33][cH:34][cH:35]1.[cH:36]1[cH:37][cH:38][n:39][cH:40][cH:41]1>>[CH3:1][S:2](=[O:4])(=[O:5])[NH:6][c:7]1[cH:8][c:9]([C:10](=[O:11])[NH:12][c:13]2[cH:14][cH:15][c:16]([CH3:32])[c:17]([NH:19][C:20]([c:21]3[cH:22][c:23]([O:29][CH3:30])[c:24]([O:27][CH3:28])[cH:25][cH:26]3)=[O:31])[cH:18]2)[cH:33][cH:34][cH:35]1. The reactants are [Na] (sodium), ammonium salt, FC=1C=CC(=C(C(=O)O)C1)Br (5-fluoro-2-bromobenzoic acid), FC=1C=CC(=C(C(=O)O)C1)Br (5-fluoro-2-bromobenzoic acid), [K] (potassium), N (ammonia). Solvent: [OH-].[K+] (potassium hydroxide). The product is FC1=CC=C(C(C(=O)O)=C1)N (5-fluoroanthranilic acid). As a reaction SMILES: [Na].[F:2][C:3]1[CH:4]=[CH:5][C:6](Br)=[C:7]([CH:11]=1)[C:8]([OH:10])=[O:9].[K].[NH3:14]>[OH-].[K+]>[F:2][C:3]1[CH:11]=[C:7]([C:8]([OH:10])=[O:9])[C:6]([NH2:14])=[CH:5][CH:4]=1 |f:4.5,^1:0,12|. Reported procedure: If the sodium salt solution of 5-fluoro-2-bromobenzoic acid is replaced by aliquot parts of the potassium or ammonium salt solution, prepared by dissolving 219 parts of 5-fluoro-2-bromobenzoic acid in 256.1 parts of 21.9% strength aqueous potassium hydroxide or, respectively, 217 parts of 7.9% aqueous ammonia solution and used as the metering medium in a procedure otherwise identical to that indicated, then 5-fluoroanthranilic acid is obtained in identical yield and quality. Starting materials: C1(=CC=CC=C1)[C@H]1[C@@H](C1)N=C=O (trans-2-phenylcyclopropyl isocyanate), NCCCCN1C(=NC=2C(=NC(=CC21)C)N)COCC (1-(4-aminobutyl)-2-ethoxymethyl-6-methyl-1H-imidazo[4,5-c]pyridin-4-amine). The product is NC1=NC(=CC2=C1N=C(N2CCCCNC(=O)N[C@H]2[C@@H](C2)C2=CC=CC=C2)COCC)C (N-{4-[4-amino-2-(ethoxymethyl)-6-methyl-1H-imidazo[4,5-c]pyridin-1-yl]butyl}-N′-[(1R*,2S*)-2-phenylcyclopropyl]urea). As a reaction SMILES: [C:1]1([C@@H:7]2[CH2:9][C@H:8]2[N:10]=[C:11]=[O:12])[CH:6]=[CH:5][CH:4]=[CH:3][CH:2]=1.[NH2:13][CH2:14][CH2:15][CH2:16][CH2:17][N:18]1[C:26]2[CH:25]=[C:24]([CH3:27])[N:23]=[C:22]([NH2:28])[C:21]=2[N:20]=[C:19]1[CH2:29][O:30][CH2:31][CH3:32]>>[NH2:28][C:22]1[C:21]2[N:20]=[C:19]([CH2:29][O:30][CH2:31][CH3:32])[N:18]([CH2:17][CH2:16][CH2:15][CH2:14][NH:13][C:11]([NH:10][C@@H:8]3[CH2:9][C@H:7]3[C:1]3[CH:6]=[CH:5][CH:4]=[CH:3][CH:2]=3)=[O:12])[C:26]=2[CH:25]=[C:24]([CH3:27])[N:23]=1. Procedure: Using the method of Examples 36-45, trans-2-phenylcyclopropyl isocyanate was reacted with 1-(4-aminobutyl)-2-ethoxymethyl-6-methyl-1H-imidazo[4,5-c]pyridin-4-amine to provide the desired compound. The observed accurate mass was 437.2666. Reactants: BrCCBr, O=C([O-])[O-], CC#N, O=[N+]([O-])c1ccc(F)cc1O, [K+], [K+]. Yields the product O=[N+]([O-])c1ccc(F)cc1OCCBr. As a reaction SMILES: [Br:18][CH2:19][CH2:20][Br:21].[C:12](=[O:13])([O-:14])[O-:15].[CH3:22][C:23]#[N:24].[F:1][c:2]1[cH:3][cH:4][c:5]([N+:9](=[O:10])[O-:11])[c:6]([OH:8])[cH:7]1.[K+:16].[K+:17]>>[F:1][c:2]1[cH:3][cH:4][c:5]([N+:9](=[O:10])[O-:11])[c:6]([O:8][CH2:20][CH2:19][Br:18])[cH:7]1. Starting materials: CC(C)(C)O, CCOC(C)=O, COc1ccc(-c2csc(CCCCCCC=O)n2)cc1, [O-]Cl, [K+], [Na+], O, O=P([O-])(O)O. Yields the product COc1ccc(-c2csc(CCCCCCC(=O)O)n2)cc1. As a reaction SMILES: [CH3:31][C:32]([OH:33])([CH3:34])[CH3:35].[CH3:37][CH2:38][O:39][C:40](=[O:41])[CH3:42].[CH3:4][O:5][c:6]1[cH:7][cH:8][c:9](-[c:12]2[n:13][c:14]([CH2:17][CH2:18][CH2:19][CH2:20][CH2:21][CH2:22][CH:23]=[O:24])[s:15][cH:16]2)[cH:10][cH:11]1.[Cl:1][O-:2].[K+:25].[Na+:3].[OH2:36].[OH:26][P:27](=[O:28])([O-:29])[OH:30]>>[CH3:4][O:5][c:6]1[cH:7][cH:8][c:9](-[c:12]2[n:13][c:14]([CH2:17][CH2:18][CH2:19][CH2:20][CH2:21][CH2:22][C:23](=[O:24])[OH:26])[s:15][cH:16]2)[cH:10][cH:11]1. Reactants: O=C([O-])[O-], CCO, Fc1ccc(CBr)cc1, [K+], [K+], O=C1NC(=O)c2cc(O)ccc21. Product: O=C1NC(=O)c2cc(OCc3ccc(F)cc3)ccc21. RXN SMILES: [C:13](=[O:14])([O-:15])[O-:16].[CH3:28][CH2:29][OH:30].[F:19][c:20]1[cH:21][cH:22][c:23]([CH2:24][Br:25])[cH:26][cH:27]1.[K+:17].[K+:18].[OH:1][c:2]1[cH:3][c:4]2[c:8]([cH:9][cH:10]1)[C:7](=[O:11])[NH:6][C:5]2=[O:12]>>[O:1]([c:2]1[cH:3][c:4]2[c:8]([cH:9][cH:10]1)[C:7](=[O:11])[NH:6][C:5]2=[O:12])[CH2:24][c:23]1[cH:22][cH:21][c:20]([F:19])[cH:27][cH:26]1. Reactants: [Li]CCCC, CCCCCC, Cl, O=C=O, C1CCOC1, O, CCN(CC)CCOCCc1ccc2sccc2c1. Product: CCN(CC)CCOCCc1ccc2sc(C(=O)O)cc2c1. RXN SMILES: [CH2:20]([Li:21])[CH2:22][CH2:23][CH3:24].[CH3:34][CH2:35][CH2:36][CH2:37][CH2:38][CH3:39].[ClH:28].[O:25]=[C:26]=[O:27].[O:29]1[CH2:30][CH2:31][CH2:32][CH2:33]1.[OH2:40].[s:1]1[c:2]2[c:3]([cH:4][cH:5]1)[cH:6][c:7]([CH2:10][CH2:11][O:12][CH2:13][CH2:14][N:15]([CH2:16][CH3:17])[CH2:18][CH3:19])[cH:8][cH:9]2>>[s:1]1[c:2]2[c:3]([cH:4][c:5]1[C:26](=[O:25])[OH:27])[cH:6][c:7]([CH2:10][CH2:11][O:12][CH2:13][CH2:14][N:15]([CH2:16][CH3:17])[CH2:18][CH3:19])[cH:8][cH:9]2.